Dataset: the Open Reaction Database (ORD), a public repository of structured organic reaction records. Task: describe an organic reaction: reactants, conditions, products, and yield Starting materials: C(C1=CC=CC=C1)N1N=NN=C1C(=O)Cl (1-benzyl-1H-tetrazole-5-carbonyl chloride), C(C1=CC=CC=C1)N1N=NN=C1C(=O)[O-].[K+] (potassium 1-benzyl-1H-tetrazole-5-carboxylate), CC(=O)C1=C(C(=CC=C1)N)O (3-amino-2-hydroxyacetophenone), N1=CC=CC=C1 (pyridine). Run in C(Cl)Cl (methylene chloride), C(Cl)Cl (methylene chloride). Conditions: time 8 hour. The product is C(C)(=O)C=1C(=C(NC(=O)C2=NN=NN2CC2=CC=CC=C2)C=CC1)O (3'-acetyl-1-benzyl-2'-hydroxy-1H-tetrazole-5-carboxanilide). RXN SMILES: [CH2:1]([N:8]1[C:12]([C:13](Cl)=[O:14])=[N:11][N:10]=[N:9]1)[C:2]1[CH:7]=[CH:6][CH:5]=[CH:4][CH:3]=1.C(N1C(C([O-])=O)=NN=N1)C1C=CC=CC=1.[K+].[CH3:32][C:33]([C:35]1[CH:40]=[CH:39][CH:38]=[C:37]([NH2:41])[C:36]=1[OH:42])=[O:34].N1C=CC=CC=1>C(Cl)Cl>[C:33]([C:35]1[C:36]([OH:42])=[C:37]([CH:38]=[CH:39][CH:40]=1)[NH:41][C:13]([C:12]1[N:8]([CH2:1][C:2]2[CH:7]=[CH:6][CH:5]=[CH:4][CH:3]=2)[N:9]=[N:10][N:11]=1)=[O:14])(=[O:34])[CH3:32] |f:1.2|. Procedure: A solution of crude 1-benzyl-1H-tetrazole-5-carbonyl chloride (prepared from 2.4 g of potassium 1-benzyl-1H-tetrazole-5-carboxylate in the manner hereinbefore described in Reference Example 3) in dry methylene chloride (50 ml) was added to a stirred solution of 3-amino-2-hydroxyacetophenone (1.5 g) and pyridine (0.9 g) in dry methylene chloride (40 ml) at 10° C. After standing at room temperature overnight, the solution was evaporated in vacuo and the resulting solid residue was recrystallised f... The reactants are CCc1ccc(C(=O)N2CCC3(CC2)Oc2ccccc2-n2c(C=O)ccc23)cc1OC, CC(=O)[O-], CCO, Cl, NO, [Na+], O. Yields the product CCc1ccc(C(=O)N2CCC3(CC2)Oc2ccccc2-n2c(C=NO)ccc23)cc1OC. RXN SMILES: [CH2:1]([CH3:2])[c:3]1[c:4]([O:31][CH3:32])[cH:5][c:6]([C:7](=[O:8])[N:9]2[CH2:10][CH2:11][C:12]3([c:13]4[n:14]([c:22]([CH:25]=[O:26])[cH:23][cH:24]4)-[c:15]4[c:16]([cH:18][cH:19][cH:20][cH:21]4)[O:17]3)[CH2:27][CH2:28]2)[cH:29][cH:30]1.[CH3:37][C:38](=[O:39])[O-:40].[CH3:41][CH2:42][OH:43].[ClH:33].[NH2:34][OH:35].[Na+:36].[OH2:44]>>[CH2:1]([CH3:2])[c:3]1[c:4]([O:31][CH3:32])[cH:5][c:6]([C:7](=[O:8])[N:9]2[CH2:10][CH2:11][C:12]3([c:13]4[n:14]([c:22]([CH:25]=[N:34][OH:35])[cH:23][cH:24]4)-[c:15]4[c:16]([cH:18][cH:19][cH:20][cH:21]4)[O:17]3)[CH2:27][CH2:28]2)[cH:29][cH:30]1. Reactants: C1(=CC=CC=C1)OC (anisole), C(N)(=O)OCC=1CS[C@H]2N(C1C(=O)OC(C1=CC=CC=C1)C1=CC=CC=C1)C([C@H]2NC(C(=NOC)C=2OC=CC2)=O)=O (diphenylmethyl (6R,7R)-3-carbamoyloxymethyl-7-[2-(fur-2-yl)-2-methoxyiminoacetamido]ceph-3-em-4-carboxylate). Solvent: FC(C(=O)O)(F)F (Trifluoroacetic acid). Reaction conditions: time 10 minute. Product: C(N)(=O)OCC=1CS[C@H]2N(C1C(=O)O)C([C@H]2NC(C(=NOC)C=2OC=CC2)=O)=O ((6R,7R)-3-carbamoyloxymethyl-7-[2-(fur-2-yl)-2-methoxyiminoacetamido]ceph-3-em-4-carboxylic acid). Yield: 97.2%. Reaction SMILES: C1(OC)C=CC=CC=1.[C:9]([O:12][CH2:13][C:14]1[CH2:15][S:16][C@@H:17]2[C@H:37]([NH:38][C:39](=[O:49])[C:40]([C:44]3[O:45][CH:46]=[CH:47][CH:48]=3)=[N:41][O:42][CH3:43])[C:36](=[O:50])[N:18]2[C:19]=1[C:20]([O:22]C(C1C=CC=CC=1)C1C=CC=CC=1)=[O:21])(=[O:11])[NH2:10]>FC(F)(F)C(O)=O>[C:9]([O:12][CH2:13][C:14]1[CH2:15][S:16][C@@H:17]2[C@H:37]([NH:38][C:39](=[O:49])[C:40]([C:44]3[O:45][CH:46]=[CH:47][CH:48]=3)=[N:41][O:42][CH3:43])[C:36](=[O:50])[N:18]2[C:19]=1[C:20]([OH:22])=[O:21])(=[O:11])[NH2:10]. Procedure details: Trifluoroacetic acid (20 ml) was added slowly to a mixture of anisole (5 ml) and diphenylmethyl (6R,7R)-3-carbamoyloxymethyl-7-[2-(fur-2-yl)-2-methoxyiminoacetamido]ceph-3-em-4-carboxylate (syn isomer) (4.7 g, 8 mmole) which had been cooled in an ice-bath. The flask was shaken occasionally during the next 10 minutes to ensure complete solution of the solid. It was then removed from the icebath and excess trifluoroacetic acid was removed on a rotary evaporator. Trituration of the residue with eth... Reactants: C(C1=CC=CC=C1)SC=1C=CC(=C(C1)C(\C=C(/C)\NC1=C(C=C(C(=C1)F)Br)OC)=O)F ((E)-1-(5-(benzylthio)-2-fluorophenyl)-3-((4-bromo-5-fluoro-2-methoxyphenyl)amino)but-2-en-1-one), C([O-])([O-])=O.[K+].[K+] (potassium carbonate). Solvent: CS(=O)C (dimethyl sulfoxide). Run at temperature 80 celsius, time 2 hour. Yields the product C(C1=CC=CC=C1)SC=1C=C2C(C=C(N(C2=CC1)C1=C(C=C(C(=C1)F)Br)OC)C)=O (6-(benzylthio)-1-(4-bromo-5-fluoro-2-methoxyphenyl)-2-methylquinolin-4(1H)-one). Yield: 61.9%. RXN SMILES: [CH2:1]([S:8][C:9]1[CH:10]=[CH:11][C:12](F)=[C:13]([C:15](=[O:30])/[CH:16]=[C:17](/[NH:19][C:20]2[CH:25]=[C:24]([F:26])[C:23]([Br:27])=[CH:22][C:21]=2[O:28][CH3:29])\[CH3:18])[CH:14]=1)[C:2]1[CH:7]=[CH:6][CH:5]=[CH:4][CH:3]=1.C(=O)([O-])[O-].[K+].[K+]>CS(C)=O>[CH2:1]([S:8][C:9]1[CH:14]=[C:13]2[C:12](=[CH:11][CH:10]=1)[N:19]([C:20]1[CH:25]=[C:24]([F:26])[C:23]([Br:27])=[CH:22][C:21]=1[O:28][CH3:29])[C:17]([CH3:18])=[CH:16][C:15]2=[O:30])[C:2]1[CH:7]=[CH:6][CH:5]=[CH:4][CH:3]=1 |f:1.2.3|. Reported procedure: To a solution of (E)-1-(5-(benzylthio)-2-fluorophenyl)-3-((4-bromo-5-fluoro-2-methoxyphenyl)amino)but-2-en-1-one (3.7 g, 7.34 mmol) in dimethyl sulfoxide (20 mL) was added potassium carbonate (2.028 g, 14.67 mmol), and the reaction was stirred at 80° C. After 2 hours, the reaction mixture was cooled to ambient temperature and partitioned between water and ethyl acetate. The organic layer was concentrated and purified by column chromatography, eluting with 20-60% (3:1 ethanol/ethyl acetate) in he... Reactants: ClC=1N(C2=CC=C(C=C2C1C(=O)O)OC)C1=CC=CC=C1 (2-Chloro-5-methoxy-1-phenyl-1H-indole-3-carboxylic acid), N1(CCNCC1)C(=O)OC(C)(C)C (tert-butyl 1-piperazinecarboxylate), C(CCl)Cl (EDC), C1=CC2=C(N=C1)N(N=N2)O (HOAT), CN1CCOCC1 (NMM). Solvent: CN(C)C=O (DMF). Reaction conditions: time 8 hour. The product is C(C)(C)(C)OC(=O)N1CCN(CC1)C(=O)C1=C(N(C2=CC=C(C=C12)OC)C1=CC=CC=C1)Cl (4-(2-Chloro-5-methoxy-1-phenyl-1H-indole-3-carbonyl)-piperazine-1-carboxylic acid tert-butyl ester). Isolated yield 99.4%. RXN SMILES: [Cl:1][C:2]1[N:3]([C:16]2[CH:21]=[CH:20][CH:19]=[CH:18][CH:17]=2)[C:4]2[C:9]([C:10]=1[C:11](O)=[O:12])=[CH:8][C:7]([O:14][CH3:15])=[CH:6][CH:5]=2.[N:22]1([C:28]([O:30][C:31]([CH3:34])([CH3:33])[CH3:32])=[O:29])[CH2:27][CH2:26][NH:25][CH2:24][CH2:23]1.C(Cl)CCl.C1C=NC2N(O)N=NC=2C=1.CN1CCOCC1>CN(C=O)C>[C:31]([O:30][C:28]([N:22]1[CH2:27][CH2:26][N:25]([C:11]([C:10]2[C:9]3[C:4](=[CH:5][CH:6]=[C:7]([O:14][CH3:15])[CH:8]=3)[N:3]([C:16]3[CH:21]=[CH:20][CH:19]=[CH:18][CH:17]=3)[C:2]=2[Cl:1])=[O:12])[CH2:24][CH2:23]1)=[O:29])([CH3:34])([CH3:32])[CH3:33]. Procedure: To a solution of 602 mg (1.99 mmol) of the compound of step 4, tert-butyl 1-piperazinecarboxylate (372 mg, 1.99 mmol), EDC (421 mg, 2.19 mmol) and HOAT (312 mg, 2.29 mmol) in DMF (5 ml) was added NMM (0.66 ml, 5.98 mmol), and the reaction mixture was stirred at room temperature overnight. The mixture was quenched with water and extracted with EA. The organic layer was separated, dried over sodium sulfate, filtered and evaporated to give 930 mg of the title compound.